Dataset: the Open Reaction Database (ORD), a public repository of structured organic reaction records. Task: describe an organic reaction: reactants, conditions, products, and yield Reactants: COC(=O)C1=C(O)c2cc(Cl)ccc2S(=O)(=O)N1C, Nc1cncc(Cl)n1, Cc1ccccc1C. Product: CN1C(C(=O)Nc2cncc(Cl)n2)=C(O)c2cc(Cl)ccc2S1(=O)=O. As a reaction SMILES: [Cl:1][c:2]1[cH:3][cH:4][c:5]2[c:6]([cH:19]1)[C:7]([OH:18])=[C:8]([C:14]([O:16][CH3:15])=[O:17])[N:9]([CH3:13])[S:10]2(=[O:11])=[O:12].[NH2:20][c:21]1[n:22][c:23]([Cl:27])[cH:24][n:25][cH:26]1.[c:28]1([CH3:29])[c:30]([CH3:31])[cH:32][cH:33][cH:34][cH:35]1>>[Cl:1][c:2]1[cH:3][cH:4][c:5]2[c:6]([cH:19]1)[C:7]([OH:18])=[C:8]([C:14](=[O:16])[NH:20][c:21]1[n:22][c:23]([Cl:27])[cH:24][n:25][cH:26]1)[N:9]([CH3:13])[S:10]2(=[O:11])=[O:12]. Reactants: CCCCCCCCCCCCCCCC(=O)Cl, ClCCl, CNCCCN(C)C. Yields the product CCCCCCCCCCCCCCCC(=O)N(C)CCCN(C)C. Reaction SMILES: [C:9]([CH2:10][CH2:11][CH2:12][CH2:13][CH2:14][CH2:15][CH2:16][CH2:17][CH2:18][CH2:19][CH2:20][CH2:21][CH2:22][CH2:23][CH3:24])(=[O:25])[Cl:26].[CH2:27]([Cl:28])[Cl:29].[CH3:1][N:2]([CH2:3][CH2:4][CH2:5][NH:6][CH3:7])[CH3:8]>>[CH3:1][N:2]([CH2:3][CH2:4][CH2:5][N:6]([CH3:7])[C:9]([CH2:10][CH2:11][CH2:12][CH2:13][CH2:14][CH2:15][CH2:16][CH2:17][CH2:18][CH2:19][CH2:20][CH2:21][CH2:22][CH2:23][CH3:24])=[O:25])[CH3:8].